From a dataset of the Open Reaction Database (ORD), a public repository of structured organic reaction records. describe an organic reaction: reactants, conditions, products, and yield The reactants are ice water, crude product, NC1=C(C=CC(=C1)OC)O (2-amino-4-methoxyphenol), Cl.C(C1=CC=NC=C1)(=O)Cl (isonicotinic acid chloride hydrochloride). Solvent: N1=CC=CC=C1 (pyridine). The product is OC1=C(C=C(C=C1)OC)NC(C1=CC=NC=C1)=O (N-(2-hydroxy-5-methoxyphenyl)isonicotinamide). As a reaction SMILES: [NH2:1][C:2]1[CH:7]=[C:6]([O:8][CH3:9])[CH:5]=[CH:4][C:3]=1[OH:10].Cl.[C:12](Cl)(=[O:19])[C:13]1[CH:18]=[CH:17][N:16]=[CH:15][CH:14]=1>N1C=CC=CC=1>[OH:10][C:3]1[CH:4]=[CH:5][C:6]([O:8][CH3:9])=[CH:7][C:2]=1[NH:1][C:12](=[O:19])[C:13]1[CH:18]=[CH:17][N:16]=[CH:15][CH:14]=1 |f:1.2|. Procedure details: A mixture of 2.5 g of a crude product of 2-amino-4-methoxyphenol, 3.2 g of isonicotinic acid chloride hydrochloride and 20 ml of pyridine was heated to reflux for 12 hours. The reaction mixture was poured into ice water, and precipitated deposits are collected by filtration. The obtained solid was dissolved in ethyl acetate, washed with water and a saturated sodium chloride solution, and dried over magnesium sulfate. Activated carbon was added thereto, followed by filtration through Celite™. The... Product: ClC=1C(=NC=CN1)N1N=C(C=C1)C(=O)NC1=CC=C(C=C1)[C@H]1CN(CCO1)C(=O)OC(C)(C)C ((S)-tert-Butyl 2-(4-(1-(3-chloropyrazin-2-yl)-1H-pyrazole-3-carboxamido)phenyl)morpholine-4-carboxylate). Yield: 41.2%. The solvent is CC(=O)N(C)C (dimethylacetamide). RXN SMILES: [NH:1]1[CH:5]=[CH:4][C:3]([C:6]([NH:8][C:9]2[CH:14]=[CH:13][C:12]([C@@H:15]3[O:20][CH2:19][CH2:18][N:17]([C:21]([O:23][C:24]([CH3:27])([CH3:26])[CH3:25])=[O:22])[CH2:16]3)=[CH:11][CH:10]=2)=[O:7])=[N:2]1.[Cl:28][C:29]1[C:34](Cl)=[N:33][CH:32]=[CH:31][N:30]=1.C(=O)([O-])[O-].[K+].[K+].O>CC(N(C)C)=O>[Cl:28][C:29]1[C:34]([N:1]2[CH:5]=[CH:4][C:3]([C:6]([NH:8][C:9]3[CH:14]=[CH:13][C:12]([C@@H:15]4[O:20][CH2:19][CH2:18][N:17]([C:21]([O:23][C:24]([CH3:27])([CH3:26])[CH3:25])=[O:22])[CH2:16]4)=[CH:11][CH:10]=3)=[O:7])=[N:2]2)=[N:33][CH:32]=[CH:31][N:30]=1 |f:2.3.4|. Conditions: time 16 hour. Procedure details: (S)-tert-Butyl 2-(4-(1H-pyrazole-3-carboxamido)phenyl)morpholine-4-carboxylate (90 mg, 0.24 mmol) and 2,3-dichloropyrazine (43 mg, 0.29 mmol) were dissolved in dimethylacetamide (2 ml) and potassium carbonate (67 mg, 0.48 mmol) was added. The reaction mixture was placed on a Büchi shaker for 16 hours at 80° C. To complete the reaction an additional amount of 2,3-dichloropyrazine (10 mg) was added and heating was continued for another 2 h at 120° C. After cooling the mixture, water was added foll... The reactants are ClC1=NC=CN=C1Cl (2,3-dichloropyrazine), O (water), N1N=C(C=C1)C(=O)NC1=CC=C(C=C1)[C@H]1CN(CCO1)C(=O)OC(C)(C)C ((S)-tert-Butyl 2-(4-(1H-pyrazole-3-carboxamido)phenyl)morpholine-4-carboxylate), ClC1=NC=CN=C1Cl (2,3-dichloropyrazine), C([O-])([O-])=O.[K+].[K+] (potassium carbonate).